From a dataset of the Open Reaction Database (ORD), a public repository of structured organic reaction records. describe an organic reaction: reactants, conditions, products, and yield Reactants: [Si](C1=CC=CC=C1)(C1=CC=CC=C1)(C(C)(C)C)OCC1=CC=C(C(=C1N1C[C@H](O[C@H](C1)C)C)F)F ((2R,6S)-4-[6-({[tert-Butyl(diphenyl)silyl]oxy}methyl)-2,3-difluorophenyl]-2,6-dimethylmorpholine), C(C)(CC)[Li] (sec-butyllithium), [Si](C1=CC=CC=C1)(C1=CC=CC=C1)(C(C)(C)C)OCC1=CC=C(C(=C1N1C[C@H](O[C@H](C1)C)C)F)F ((2R,6S)-4-[6-({[tert-Butyl(diphenyl)silyl]oxy}methyl)-2,3-difluorophenyl]-2,6-dimethylmorpholine), CC=1N=CSC1C=O (4-methyl-1,3-thiazole-5-carbaldehyde). The product is [Si](C1=CC=CC=C1)(C1=CC=CC=C1)(C(C)(C)C)OCC=1C(=C(C(=C(C1)C(O)C1=C(N=CS1)C)F)F)N1C[C@H](O[C@H](C1)C)C ({5-({[tert-butyl(diphenyl)silyl]oxy}methyl)-4-[(2R,6S)-2,6-dimethylmorpholin-4-yl]-2,3-difluorophenyl}(4-methyl-1,3-thiazol-5-yl)methanol). As a reaction SMILES: [Si:1]([O:18][CH2:19][C:20]1[C:25]([N:26]2[CH2:31][C@H:30]([CH3:32])[O:29][C@H:28]([CH3:33])[CH2:27]2)=[C:24]([F:34])[C:23]([F:35])=[CH:22][CH:21]=1)([C:14]([CH3:17])([CH3:16])[CH3:15])([C:8]1[CH:13]=[CH:12][CH:11]=[CH:10][CH:9]=1)[C:2]1[CH:7]=[CH:6][CH:5]=[CH:4][CH:3]=1.[CH3:36][C:37]1[N:38]=[CH:39][S:40][C:41]=1[CH:42]=[O:43].C([Li])(CC)C>>[Si:1]([O:18][CH2:19][C:20]1[C:25]([N:26]2[CH2:31][C@H:30]([CH3:32])[O:29][C@H:28]([CH3:33])[CH2:27]2)=[C:24]([F:34])[C:23]([F:35])=[C:22]([CH:42]([C:41]2[S:40][CH:39]=[N:38][C:37]=2[CH3:36])[OH:43])[CH:21]=1)([C:14]([CH3:16])([CH3:17])[CH3:15])([C:2]1[CH:7]=[CH:6][CH:5]=[CH:4][CH:3]=1)[C:8]1[CH:13]=[CH:12][CH:11]=[CH:10][CH:9]=1. Reported procedure: Starting materials: (2R,6S)-4-[6-({[tert-butyl(diphenyl)silyl]oxy}methyl)-2,3-difluorophenyl]-2,6-dimethylmorpholine (Intermediate 3, 1.0 g, 2.02 mmol), 4-methyl-1,3-thiazole-5-carbaldehyde and sec-butyllithium Starting materials: C1COCCN1, COCCOC, COc1cc2c(Nc3ccc(Cl)cc3F)c(C#N)cnc2cc1OCCCCl, [I-], [Na+]. Product: COc1cc2c(Nc3ccc(Cl)cc3F)c(C#N)cnc2cc1OCCCN1CCOCC1. As a reaction SMILES: [CH2:29]1[CH2:30][O:31][CH2:32][CH2:33][NH:34]1.[CH3:37][O:38][CH2:39][CH2:40][O:41][CH3:42].[Cl:1][c:2]1[cH:3][c:4]([F:28])[c:5]([NH:8][c:9]2[c:10]([C:26]#[N:27])[cH:11][n:12][c:13]3[cH:14][c:15]([O:21][CH2:22][CH2:23][CH2:24][Cl:25])[c:16]([O:19][CH3:20])[cH:17][c:18]23)[cH:6][cH:7]1.[I-:36].[Na+:35]>>[Cl:1][c:2]1[cH:3][c:4]([F:28])[c:5]([NH:8][c:9]2[c:10]([C:26]#[N:27])[cH:11][n:12][c:13]3[cH:14][c:15]([O:21][CH2:22][CH2:23][CH2:24][N:34]4[CH2:29][CH2:30][O:31][CH2:32][CH2:33]4)[c:16]([O:19][CH3:20])[cH:17][c:18]23)[cH:6][cH:7]1. The reactants are O=C([O-])O, CN(C)C=O, COc1ccc2c(c1)OCCn1c-2c(C2CCCCC2)c2ccc(C(=O)NC(C)(C)C(=O)O)cc21, ClC(Cl)Cl, COC(=O)c1ccc(N)cc1, [Na+], O=S(Cl)Cl, c1ccncc1. Yields the product COC(=O)c1ccc(NC(=O)C(C)(C)NC(=O)c2ccc3c(C4CCCCC4)c4n(c3c2)CCOc2cc(OC)ccc2-4)cc1. As a reaction SMILES: [C:51](=[O:52])([O-:53])[OH:54].[CH3:66][N:67]([CH3:68])[CH:69]=[O:70].[CH:1]1([c:7]2[c:8]3[c:9]([n:10]4[c:16]2-[c:15]2[c:14]([cH:20][c:19]([O:21][CH3:22])[cH:18][cH:17]2)[O:13][CH2:12][CH2:11]4)[cH:23][c:24]([C:27](=[O:28])[NH:29][C:30]([C:31](=[O:32])[OH:33])([CH3:34])[CH3:35])[cH:25][cH:26]3)[CH2:2][CH2:3][CH2:4][CH2:5][CH2:6]1.[CH:56]([Cl:57])([Cl:58])[Cl:59].[NH2:40][c:41]1[cH:42][cH:43][c:44]([C:45](=[O:46])[O:47][CH3:48])[cH:49][cH:50]1.[Na+:55].[S:36]([Cl:37])([Cl:38])=[O:39].[cH:60]1[cH:61][cH:62][n:63][cH:64][cH:65]1>>[CH:1]1([c:7]2[c:8]3[c:9]([n:10]4[c:16]2-[c:15]2[c:14]([cH:20][c:19]([O:21][CH3:22])[cH:18][cH:17]2)[O:13][CH2:12][CH2:11]4)[cH:23][c:24]([C:27](=[O:28])[NH:29][C:30]([C:31](=[O:32])[NH:40][c:41]2[cH:42][cH:43][c:44]([C:45](=[O:46])[O:47][CH3:48])[cH:49][cH:50]2)([CH3:34])[CH3:35])[cH:25][cH:26]3)[CH2:2][CH2:3][CH2:4][CH2:5][CH2:6]1. As a reaction SMILES: [Br:16][CH2:17][C:18](=[O:19])[O:20][C:21]([CH3:22])([CH3:23])[CH3:24].[C:25](=[O:26])([O-:27])[O-:28].[CH3:31][C:32]#[N:33].[Cl:1][c:2]1[c:3]2[cH:4][c:5]([CH:13]([F:14])[F:15])[nH:6][c:7]2[cH:8][cH:9][c:10]1[C:11]#[N:12].[Cs+:29].[Cs+:30]>>[Cl:1][c:2]1[c:3]2[cH:4][c:5]([CH:13]([F:14])[F:15])[n:6]([CH2:17][C:18](=[O:19])[O:20][C:21]([CH3:22])([CH3:23])[CH3:24])[c:7]2[cH:8][cH:9][c:10]1[C:11]#[N:12]. Starting materials: CC(C)(C)OC(=O)CBr, O=C([O-])[O-], CC#N, N#Cc1ccc2[nH]c(C(F)F)cc2c1Cl, [Cs+], [Cs+]. Yields the product CC(C)(C)OC(=O)Cn1c(C(F)F)cc2c(Cl)c(C#N)ccc21. The reactants are CN1C(=O)N(C(=O)C(C1=O)C(=O)OCC)C (1,3-dimethyl-5-ethoxycarbonylbarbituric acid), FC(C=1C=CC(=NC1)OC1=CC=C(N)C=C1)(F)F (4-(5-trifluoromethylpyrid-2-yloxy)aniline), C(C)O (ethanol). Solvent: C1(=CC=CC=C1)C (toluene). Product: CN1C(=O)N(C(=O)C(C1=O)C(NC1=CC=C(C=C1)OC1=NC=C(C=C1)C(F)(F)F)=O)C (1,3-dimethyl-5-[4-(5-trifluoromethylpyrid-2-yloxy)phenylcarbamoyl]barbituric acid). RXN SMILES: [CH3:1][N:2]1[C:9](=[O:10])[CH:8]([C:11]([O:13]CC)=O)[C:6](=[O:7])[N:5]([CH3:16])[C:3]1=[O:4].[F:17][C:18]([F:34])([F:33])[C:19]1[CH:20]=[CH:21][C:22]([O:25][C:26]2[CH:32]=[CH:31][C:29]([NH2:30])=[CH:28][CH:27]=2)=[N:23][CH:24]=1.C(O)C>C1(C)C=CC=CC=1>[CH3:16][N:5]1[C:6](=[O:7])[CH:8]([C:11](=[O:13])[NH:30][C:29]2[CH:31]=[CH:32][C:26]([O:25][C:22]3[CH:21]=[CH:20][C:19]([C:18]([F:34])([F:17])[F:33])=[CH:24][N:23]=3)=[CH:27][CH:28]=2)[C:9](=[O:10])[N:2]([CH3:1])[C:3]1=[O:4]. Procedure details: 1.60 g (0.007 mol) of 1,3-dimethyl-5-ethoxycarbonylbarbituric acid and 1.78 g (0.007 mol) of 4-(5-trifluoromethylpyrid-2-yloxy)aniline are suspended in 20 ml of toluene. The suspension is heated to reflux for 16 hours, during which time ethanol escapes. After cooling, the precipitate is isolated by filtration, washed with toluene and dried, affording 1,3-dimethyl-5-[4-(5-trifluoromethylpyrid-2-yloxy)phenylcarbamoyl]barbituric acid of the formula ##STR24## with a melting point of 180°-181° C. The reactants are CCOC(OCC)c1cc(C(C)(C)C)c(C(=O)OC)s1, O=CO, C1COCCO1. Product: COC(=O)c1sc(C=O)cc1C(C)(C)C. As a reaction SMILES: [CH3:1][O:2][C:3](=[O:4])[c:5]1[s:6][c:7]([CH:14]([O:15][CH2:19][CH3:20])[O:16][CH2:17][CH3:18])[cH:8][c:9]1[C:10]([CH3:11])([CH3:12])[CH3:13].[CH:21]([OH:22])=[O:23].[O:24]1[CH2:25][CH2:26][O:27][CH2:28][CH2:29]1>>[CH3:1][O:2][C:3](=[O:4])[c:5]1[s:6][c:7]([CH:14]=[O:15])[cH:8][c:9]1[C:10]([CH3:11])([CH3:12])[CH3:13].